This data is from the Open Reaction Database (ORD), a public repository of structured organic reaction records. The task is: describe an organic reaction: reactants, conditions, products, and yield Reactants: CC(=O)C1NCCc2c1[nH]c1ccccc21, BrCc1ccccc1, CN(C)C=O, [H-], [Na+]. Yields the product CC(=O)C1NCCc2c1n(Cc1ccccc1)c1ccccc21. RXN SMILES: [C:1]([CH3:2])(=[O:3])[CH:4]1[NH:5][CH2:6][CH2:7][c:8]2[c:9]3[cH:10][cH:11][cH:12][cH:13][c:14]3[nH:15][c:16]21.[CH2:19]([c:20]1[cH:21][cH:22][cH:23][cH:24][cH:25]1)[Br:26].[CH3:27][N:28]([CH3:29])[CH:30]=[O:31].[H-:18].[Na+:17]>>[C:1]([CH3:2])(=[O:3])[CH:4]1[NH:5][CH2:6][CH2:7][c:8]2[c:9]3[cH:10][cH:11][cH:12][cH:13][c:14]3[n:15]([CH2:19][c:20]3[cH:21][cH:22][cH:23][cH:24][cH:25]3)[c:16]21. Reactants: C([O-])(O)=O.[Na+] (sodium bicarbonate), acid chloride, FC(S(=O)(=O)O)(F)F (trifluoromethanesulfonic acid), Cl.N1(CCCCC1)CCOC1=CC=C(C(=O)O)C=C1 (4-(2-piperidinoethoxy)benzoic acid, hydrochloride), CS(=O)(=O)OC=1C=CC2=C(SC(=C2)C2=CC=C(C=C2)OS(=O)(=O)C)C1 (6-methanesulfonyloxy-2-(4-methanesulfonyloxyphenyl)-benzo[b]thiophene). Run in ClCCl (dichloromethane), CO (methanol). Run at time 8 hour. Yields the product Cl.CS(=O)(=O)OC=1C=CC2=C(SC(=C2C(C2=CC=C(C=C2)OCCN2CCCCC2)=O)C2=CC=C(C=C2)OS(=O)(=O)C)C1 (6-methanesulfonyloxy-2-(4-methanesulfonyloxyphenyl)-3-[4-(2-piperidinoethoxy)benzoyl]benzo[b]-thiophene, hydrochloride). As a reaction SMILES: [ClH:1].[N:2]1([CH2:8][CH2:9][O:10][C:11]2[CH:19]=[CH:18][C:14]([C:15]([OH:17])=O)=[CH:13][CH:12]=2)[CH2:7][CH2:6][CH2:5][CH2:4][CH2:3]1.[CH3:20][S:21]([O:24][C:25]1[CH:26]=[CH:27][C:28]2[CH:32]=[C:31]([C:33]3[CH:38]=[CH:37][C:36]([O:39][S:40]([CH3:43])(=[O:42])=[O:41])=[CH:35][CH:34]=3)[S:30][C:29]=2[CH:44]=1)(=[O:23])=[O:22].FC(F)(F)S(O)(=O)=O.C(=O)(O)[O-].[Na+]>CO.ClCCl>[ClH:1].[CH3:20][S:21]([O:24][C:25]1[CH:26]=[CH:27][C:28]2[C:32]([C:15](=[O:17])[C:14]3[CH:13]=[CH:12][C:11]([O:10][CH2:9][CH2:8][N:2]4[CH2:3][CH2:4][CH2:5][CH2:6][CH2:7]4)=[CH:19][CH:18]=3)=[C:31]([C:33]3[CH:34]=[CH:35][C:36]([O:39][S:40]([CH3:43])(=[O:41])=[O:42])=[CH:37][CH:38]=3)[S:30][C:29]=2[CH:44]=1)(=[O:22])=[O:23] |f:0.1,4.5,8.9|. Procedure: The acid chloride was formed from 2.0 g. of 4-(2-piperidinoethoxy)benzoic acid, hydrochloride, as described in Example 1, and was combined with 2 g. of 6-methanesulfonyloxy-2-(4-methanesulfonyloxyphenyl)-benzo[b]thiophene in 50 ml. of dichloromethane. A 2.4 g. portion of trifluoromethanesulfonic acid was added, and the mixture was stirred overnight under reflux. The reaction mixture was then poured over ice and sodium bicarbonate solution, and the organic layer was dried over magnesium sulfate a... Reactants: CO, Cl, O=C(O)Cc1n[nH]c2ncccc12. Yields the product COC(=O)Cc1n[nH]c2ncccc12. RXN SMILES: [CH3:14][OH:15].[ClH:16].[nH:1]1[n:2][c:3]([CH2:10][C:11](=[O:12])[OH:13])[c:4]2[c:5]1[n:6][cH:7][cH:8][cH:9]2>>[nH:1]1[n:2][c:3]([CH2:10][C:11](=[O:12])[O:13][CH3:14])[c:4]2[c:5]1[n:6][cH:7][cH:8][cH:9]2. Reactants: ClCC(=O)C=1C=C2C=CC(NC2=CC1)=O (6-(α-chloroacetyl)carbostyril). Run in N1=CC=CC=C1 (pyridine). Conditions: time 2 hour. Yields the product N1C(=O)C=CC2=CC=CC=C12 (carbostyril). RXN SMILES: ClCC([C:5]1[CH:6]=[C:7]2[C:12](=[CH:13][CH:14]=1)[NH:11][C:10](=[O:15])[CH:9]=[CH:8]2)=O>N1C=CC=CC=1>[NH:11]1[C:12]2[C:7](=[CH:6][CH:5]=[CH:14][CH:13]=2)[CH:8]=[CH:9][C:10]1=[O:15]. Reported procedure: 60 Grams of 6-(α-chloroacetyl)carbostyril was suspended in 0.5 kg of pyridine and stirred at 80°-90° C. for 2 hours, then the suspension was stirred under ice-cooling for 1 hour. The crystals thus precipitated were collected by filtration and recrystallized from methanol to obtain 70 g of 6-(α-pyridiniumacetyl)carbostyril chloride 1/2-hydrate in the form of colorless needle-like crystals. Melting point: over 300° C. Starting materials: C(C)#N (acetonitrile), NC1CC2=CC(=C(C=C2C1CC1=CC=CC=C1)OCCNS(=O)(=O)C=1N=CN(C1)C)F (N-(2-(2-amino-3-benzyl-6-fluoro-2,3-dihydro-1H-inden-5-yloxy)ethyl)-1-methyl-1H-imidazole-4-sulfonamide), BrCCCBr (1,3-dibromopropane), C([O-])([O-])=O.[K+].[K+] (potassium carbonate). Reagents/catalysts: O (water). The solvent is ClCCl (dichloromethane). Reaction conditions: time 20 minute. Yields the product N1(CCC1)[C@@H]1CC2=CC(=C(C=C2[C@@H]1CC1=CC=CC=C1)OCCNS(=O)(=O)C=1N=CN(C1)C)F (cis-N-(2-{[2-(azetidin-1-yl)-3-benzyl-6-fluoro-2,3-dihydro-1H-inden-5-yl]oxy}ethyl)-1-methyl-1H-imidazole-4-sulfonamide). Reaction SMILES: [NH2:1][CH:2]1[CH:10]([CH2:11][C:12]2[CH:17]=[CH:16][CH:15]=[CH:14][CH:13]=2)[C:9]2[C:4](=[CH:5][C:6]([F:31])=[C:7]([O:18][CH2:19][CH2:20][NH:21][S:22]([C:25]3[N:26]=[CH:27][N:28]([CH3:30])[CH:29]=3)(=[O:24])=[O:23])[CH:8]=2)[CH2:3]1.Br[CH2:33][CH2:34][CH2:35]Br.C(=O)([O-])[O-].[K+].[K+].C(#N)C>O.ClCCl>[N:1]1([C@H:2]2[C@@H:10]([CH2:11][C:12]3[CH:13]=[CH:14][CH:15]=[CH:16][CH:17]=3)[C:9]3[C:4](=[CH:5][C:6]([F:31])=[C:7]([O:18][CH2:19][CH2:20][NH:21][S:22]([C:25]4[N:26]=[CH:27][N:28]([CH3:30])[CH:29]=4)(=[O:24])=[O:23])[CH:8]=3)[CH2:3]2)[CH2:35][CH2:34][CH2:33]1 |f:2.3.4|. Procedure: To N-(2-(2-amino-3-benzyl-6-fluoro-2,3-dihydro-1H-inden-5-yloxy)ethyl)-1-methyl-1H-imidazole-4-sulfonamide (17.9 mg, 0.040 mmol) was added 1,3-dibromopropane (4.904, 0.048 mmol) and potassium carbonate (6.12 mg, 0.044 mmol) in water (1 mL)+5 drop acetonitrile were added. Microwave at 120° C. for 20 min. Evaporated acetonitrile, re-dissolved in dichloromethane and extracted with water and brine, dried over sodium bicarbonate, filtered and evaporated to obtain the crude product, that was purified ...